This data is from the Open Reaction Database (ORD), a public repository of structured organic reaction records. The task is: describe an organic reaction: reactants, conditions, products, and yield The reactants are OCCCCCCN1CCCC2=CC(=CC=C12)C=CC=O (3-(N-hydroxyhexyl-1,2,3,4-tetrahydroquinolin-6-yl)acrolein), O (Water), [Br-].O1C(=NC2=C1C=CC=C2)C2=CC(=C(C=C2)C)[P+](C2=CC=CC=C2)(C2=CC=CC=C2)C2=CC=CC=C2 (4-(benzoxazol-2-yl)tolyltriphenylphosphonium bromide), [Li]CCCC (n-BuLi). The solvent is C1(=CC=CC=C1)C (toluene), C1(=CC=CC=C1)C (toluene). Run at time 18 hour. Product: OCCCCCCN1CCCC2=CC(=CC=C12)C=CC=CC1=CC=C(C=C1)C=1OC2=C(N1)C=CC=C2 (1-(N-hydroxyhexyl-1,2,3,4-tetrahydroquinolin-6-yl)-4-(4-benzoxazol-ylphenyl)-1,3-butadiene). As a reaction SMILES: [Br-].[O:2]1[C:6]2[CH:7]=[CH:8][CH:9]=[CH:10][C:5]=2[N:4]=[C:3]1[C:11]1[CH:16]=[CH:15][C:14]([CH3:17])=[C:13]([P+](C2C=CC=CC=2)(C2C=CC=CC=2)C2C=CC=CC=2)[CH:12]=1.[Li]CCCC.[OH:42][CH2:43][CH2:44][CH2:45][CH2:46][CH2:47][CH2:48][N:49]1[C:58]2[C:53](=[CH:54][C:55]([CH:59]=[CH:60][CH:61]=O)=[CH:56][CH:57]=2)[CH2:52][CH2:51][CH2:50]1.O>C1(C)C=CC=CC=1>[OH:42][CH2:43][CH2:44][CH2:45][CH2:46][CH2:47][CH2:48][N:49]1[C:58]2[C:53](=[CH:54][C:55]([CH:59]=[CH:60][CH:61]=[CH:17][C:14]3[CH:13]=[CH:12][C:11]([C:3]4[O:2][C:6]5[CH:7]=[CH:8][CH:9]=[CH:10][C:5]=5[N:4]=4)=[CH:16][CH:15]=3)=[CH:56][CH:57]=2)[CH2:52][CH2:51][CH2:50]1 |f:0.1|. Reported procedure: To a stirred mixture of 110 g (0.2 mole) of 4-(benzoxazol-2-yl)tolyltriphenylphosphonium bromide in toluene is added dropwise 0.2 mole of n-BuLi at room temperature. After 2 hours a solution of 28.7 g (0.1 mole) of 3-(N-hydroxyhexyl-1,2,3,4-tetrahydroquinolin-6-yl)acrolein in toluene is added dropwise to the mixture, and the reaction is stirred for 18 hours at room temperature. Water is added, and the solids are isolated by vacuum filtration, washed with 60% ethanol/water, and dried under vacuum...